From a dataset of the Open Reaction Database (ORD), a public repository of structured organic reaction records. describe an organic reaction: reactants, conditions, products, and yield The reactants are C(C)(=O)Cl (acetyl chloride), N1=CC=C(C=C1)N1CC2(CCCN(C2)C(=O)OC(C)(C)C)CCC1 (tert-butyl 8-(pyridin-4-yl)-2,8-diazaspiro[5.5]undecane-2-carboxylate). The solvent is C(C)O (ethanol). Conditions: time 12 hour. Yields the product Cl.Cl.Cl.N1=CC=C(C=C1)N1CC2(CCC1)CNCCC2 (2-(Pyridin-4-yl)-2,8-diazaspiro[5.5]undecane trihydrochloride). RXN SMILES: C([Cl:4])(=O)C.[N:5]1[CH:10]=[CH:9][C:8]([N:11]2[CH2:28][CH2:27][CH2:26][C:13]3([CH2:18][N:17](C(OC(C)(C)C)=O)[CH2:16][CH2:15][CH2:14]3)[CH2:12]2)=[CH:7][CH:6]=1>C(O)C>[ClH:4].[ClH:4].[ClH:4].[N:5]1[CH:6]=[CH:7][C:8]([N:11]2[CH2:28][CH2:27][CH2:26][C:13]3([CH2:14][CH2:15][CH2:16][NH:17][CH2:18]3)[CH2:12]2)=[CH:9][CH:10]=1 |f:3.4.5.6|. Procedure: The synthesis was carried out analogously to the synthesis of amine AMN-07. For this, in step (i) tert-butyl 2,8-diazaspiro[5.5]undecane-2-carboxylate was reacted with 4-chloropyridinium chloride (yield: 66%). The Boc protective group was then split off. In step (ii), ethanol (8 ml) and acetyl chloride (0.45 ml, 6.335 mmol) were added to tert-butyl 8-(pyridin-4-yl)-2,8-diazaspiro[5.5]undecane-2-carboxylate (0.42 g, 1.267 mmol) and the mixture was stirred at room temperature for 12 h. When the re... Reactants: [C-]#N, [Cl-], Cl, O=C1c2cc(I)ccc2CCn2cccc21, O. Product: N#Cc1ccc2c(c1)C(=O)c1cccn1CC2. As a reaction SMILES: [C-:17]#[N:18].[Cl-:20].[ClH:21].[I:1][c:2]1[cH:3][c:4]2[c:5]([cH:15][cH:16]1)[CH2:6][CH2:7][n:8]1[c:9]([cH:12][cH:13][cH:14]1)[C:10]2=[O:11].[OH2:19]>>[c:2]1([C:17]#[N:18])[cH:3][c:4]2[c:5]([cH:15][cH:16]1)[CH2:6][CH2:7][n:8]1[c:9]([cH:12][cH:13][cH:14]1)[C:10]2=[O:11]. Starting materials: Cl.CN(C1=C(C=CC=C1)C(F)(F)F)C1CCNCC1 (methyl-piperidin-4-yl-(2-trifluoromethyl-phenyl)-amine hydrochloride), C1(=CC=C(C=C1)C(=O)NCC(=O)O)C1=CC=CC=C1 ([(biphenyl-4-carbonyl)-amino]-acetic acid), CCN(C(C)C)C(C)C (DIPEA), C=1C=CC2=C(C1)N=NN2O (HOBt), CCN=C=NCCCN(C)C.Cl (EDCI.HCl). Solvent: CN(C)C=O (DMF), O (water). Run at time 8 hour. The product is CN(C1CCN(CC1)C(CNC(=O)C1=CC=C(C=C1)C1=CC=CC=C1)=O)C1=C(C=CC=C1)C(F)(F)F (biphenyl-4-carboxylic acid (2-{4-[methyl-(2-trifluoromethyl-phenyl)-amino]-piperidin-1-yl}-2-oxo-ethyl)-amide). The yield is 17.9%. As a reaction SMILES: [C:1]1([C:14]2[CH:19]=[CH:18][CH:17]=[CH:16][CH:15]=2)[CH:6]=[CH:5][C:4]([C:7]([NH:9][CH2:10][C:11]([OH:13])=O)=[O:8])=[CH:3][CH:2]=1.CCN(C(C)C)C(C)C.C1C=CC2N(O)N=NC=2C=1.CCN=C=NCCCN(C)C.Cl.Cl.[CH3:52][N:53]([CH:64]1[CH2:69][CH2:68][NH:67][CH2:66][CH2:65]1)[C:54]1[CH:59]=[CH:58][CH:57]=[CH:56][C:55]=1[C:60]([F:63])([F:62])[F:61]>CN(C=O)C.O>[CH3:52][N:53]([C:54]1[CH:59]=[CH:58][CH:57]=[CH:56][C:55]=1[C:60]([F:63])([F:61])[F:62])[CH:64]1[CH2:69][CH2:68][N:67]([C:11](=[O:13])[CH2:10][NH:9][C:7]([C:4]2[CH:3]=[CH:2][C:1]([C:14]3[CH:19]=[CH:18][CH:17]=[CH:16][CH:15]=3)=[CH:6][CH:5]=2)=[O:8])[CH2:66][CH2:65]1 |f:3.4,5.6|. Procedure: To a stirred solution of [(biphenyl-4-carbonyl)-amino]-acetic acid (0.075 g, 0.00029 mol) in DMF (3 mL), was added DIPEA (0.1519 g, 0.00117 mol), HOBt (0.03981 g, 0.00029 mol) and EDCI.HCl (0.06758 g, 0.00035 mol) at ambient temperature. After 2 minutes methyl-piperidin-4-yl-(2-trifluoromethyl-phenyl)-amine hydrochloride (0.06959 g, 0.00026 mol) was added and the resulting mixture was stirred at the same temperature overnight. The reaction mixture was diluted with cold water and the product was ... Starting materials: [OH-].[Na+] (Sodium hydroxide), CN1C(N(C2=C(C1=O)C(=CS2)C(=O)OCC)CC(C)C)=O (ethyl 1,2,3,4-tetrahydro-3-methyl-1-(2-methylpropyl)-2,4-dioxothieno[2,3-d]pyrimidine-5-carboxylate), O (water), [OH-].[Na+] (sodium hydroxide). Run in CO (methanol), O1CCCC1 (tetrahydrofuran). Run at time 6 hour. Yields the product CN1C(N(C2=C(C1=O)C(=CS2)C(=O)O)CC(C)C)=O (1,2,3,4-Tetrahydro-3-methyl-1-(2-methylpropyl)-2,4-dioxothieno[2,3-d]pyrimidine-5-carboxylic acid). The yield is 92.6%. Reaction SMILES: [OH-].[Na+].[CH3:3][N:4]1[C:9](=[O:10])[C:8]2[C:11]([C:14]([O:16]CC)=[O:15])=[CH:12][S:13][C:7]=2[N:6]([CH2:19][CH:20]([CH3:22])[CH3:21])[C:5]1=[O:23].O>CO.O1CCCC1>[CH3:3][N:4]1[C:9](=[O:10])[C:8]2[C:11]([C:14]([OH:16])=[O:15])=[CH:12][S:13][C:7]=2[N:6]([CH2:19][CH:20]([CH3:21])[CH3:22])[C:5]1=[O:23] |f:0.1|. Procedure details: 2M Sodium hydroxide solution (30 ml) was added to a solution of ethyl 1,2,3,4-tetrahydro-3-methyl-1-(2-methylpropyl)-2,4-dioxothieno[2,3-d]pyrimidine-5-carboxylate (16.13 g) in methanol (25 ml) and tetrahydrofuran (50 ml). After 6 hours, further 2M sodium hydroxide solution (30 ml) was added. After a further 2 hours, water (500 ml) was added and the mixture was extracted with ether (250 ml). The aqueous layer extracts were acidified with concentrated hydrochloric acid and extracted with ethyl ac... The reactants are OC1=CC=C(C=C1)CC(=O)OC (methyl 4-hydroxyphenylethanoate), C(C)(=O)O (acetic acid), BrBr (Bromine). Run in C(Cl)(Cl)Cl (chloroform), C(Cl)(Cl)Cl (chloroform), ClCCl (dichloromethane). Conditions: temperature 0 celsius, time 1 hour. The product is BrC=1C=C(C=CC1O)CC(=O)OC (Methyl 3-Bromo-4-hydroxyphenylethanoate). The yield is 99.8%. RXN SMILES: [Br:1]Br.[OH:3][C:4]1[CH:9]=[CH:8][C:7]([CH2:10][C:11]([O:13][CH3:14])=[O:12])=[CH:6][CH:5]=1.C(O)(=O)C>C(Cl)(Cl)Cl.ClCCl>[Br:1][C:9]1[CH:8]=[C:7]([CH2:10][C:11]([O:13][CH3:14])=[O:12])[CH:6]=[CH:5][C:4]=1[OH:3]. Reported procedure: Bromine (16.59 g, 104 mmol) in chloroform (25 mL) was added dropwise to a stirred, cooled (0° C.) mixture of methyl 4-hydroxyphenylethanoate (17.25 g, 104 mmol) and acetic acid (10 mL) in chloroform (140 mL). The mixture was stirred at 0° C. for 1 h., diluted with dichloromethane (100 mL), washed with water (2×200 mL) and brine (200 mL), dried (MgSO4) and the solvent was evaporated under reduced pressure to give the title compound as a colorless solid (25.43 g, 100%). 1H NMR (360 MHz, CDCl3) δ7.... Reactants: CCN(CC)c1ccc([N+](=O)[O-])cc1C(=O)O, Clc1ccc2sc3c(c2c1)CCNC3. Product: CCN(CC)c1ccc([N+](=O)[O-])cc1C(=O)N1CCc2c(sc3ccc(Cl)cc23)C1. RXN SMILES: [CH2:15]([CH3:16])[N:17]([c:18]1[c:19]([C:20](=[O:21])[OH:22])[cH:23][c:24]([N+:27](=[O:28])[O-:29])[cH:25][cH:26]1)[CH2:30][CH3:31].[Cl:1][c:2]1[cH:3][cH:4][c:5]2[c:6]([c:7]3[c:8]([s:13]2)[CH2:9][NH:10][CH2:11][CH2:12]3)[cH:14]1>>[Cl:1][c:2]1[cH:3][cH:4][c:5]2[c:6]([c:7]3[c:8]([s:13]2)[CH2:9][N:10]([C:20]([c:19]2[c:18]([N:17]([CH2:15][CH3:16])[CH2:30][CH3:31])[cH:26][cH:25][c:24]([N+:27](=[O:28])[O-:29])[cH:23]2)=[O:21])[CH2:11][CH2:12]3)[cH:14]1. Reactants: O=C(O)c1ccc(-c2cnc3c(c2)N(Cc2cc(Cl)ccc2C(F)(F)F)CCN3)cc1, NC1CCc2ccccc21. Product: O=C(NC1CCc2ccccc21)c1ccc(-c2cnc3c(c2)N(Cc2cc(Cl)ccc2C(F)(F)F)CCN3)cc1. RXN SMILES: [Cl:1][c:2]1[cH:3][cH:4][c:5]([C:28]([F:29])([F:30])[F:31])[c:6]([CH2:7][N:8]2[c:9]3[c:10]([n:14][cH:15][c:16](-[c:18]4[cH:19][cH:20][c:21]([C:22](=[O:23])[OH:24])[cH:25][cH:26]4)[cH:17]3)[NH:11][CH2:12][CH2:13]2)[cH:27]1.[NH2:32][CH:33]1[CH2:34][CH2:35][c:36]2[cH:37][cH:38][cH:39][cH:40][c:41]21>>[Cl:1][c:2]1[cH:3][cH:4][c:5]([C:28]([F:29])([F:30])[F:31])[c:6]([CH2:7][N:8]2[c:9]3[c:10]([n:14][cH:15][c:16](-[c:18]4[cH:19][cH:20][c:21]([C:22](=[O:24])[NH:32][CH:33]5[CH2:34][CH2:35][c:36]6[cH:37][cH:38][cH:39][cH:40][c:41]65)[cH:25][cH:26]4)[cH:17]3)[NH:11][CH2:12][CH2:13]2)[cH:27]1.